This data is from the Open Reaction Database (ORD), a public repository of structured organic reaction records. The task is: describe an organic reaction: reactants, conditions, products, and yield Reactants: ClC1=CC=C(C=C1)NC1=NC=CC=C1C(C)=O (1-(2-(4-chlorophenylamino)pyridin-3-yl)ethanone), Ba(OH)2, 8h, COC=1C=C(C=O)C=C(C1OC)OC (3,4,5-trimethoxybenzaldehyde), COC1=CC=C(C=C1)NC1=NC=CC=C1C=CC(=O)C1=CC(=C(C(=C1)OC)OC)OC (3-(2-(4-Methoxyphenylamino) pyridin-3-yl)-1-(3,4,5-trimethoxyphenyl)prop-2-en-1-one), Cl (HCl). Run in CO (methanol). Run at time 5 minute. Yields the product ClC1=CC=C(C=C1)NC1=NC=CC=C1C(C=CC1=CC(=C(C(=C1)OC)OC)OC)=O (1-(2-(4-Chlorophenylamino)pyridin-3-yl)-3-(3,4,5-trimethoxyphenyl)prop-2-en-1-one). Yield: 85.2%. As a reaction SMILES: [Cl:1][C:2]1[CH:7]=[CH:6][C:5]([NH:8][C:9]2[C:14]([C:15](=[O:17])[CH3:16])=[CH:13][CH:12]=[CH:11][N:10]=2)=[CH:4][CH:3]=1.[CH3:18][O:19][C:20]1[CH:21]=[C:22]([CH:25]=[C:26]([O:30][CH3:31])[C:27]=1[O:28][CH3:29])[CH:23]=O.COC1C=CC(NC2C(C=CC(C3C=C(OC)C(OC)=C(OC)C=3)=O)=CC=CN=2)=CC=1.Cl>CO>[Cl:1][C:2]1[CH:7]=[CH:6][C:5]([NH:8][C:9]2[C:14]([C:15](=[O:17])[CH:16]=[CH:23][C:22]3[CH:25]=[C:26]([O:30][CH3:31])[C:27]([O:28][CH3:29])=[C:20]([O:19][CH3:18])[CH:21]=3)=[CH:13][CH:12]=[CH:11][N:10]=2)=[CH:4][CH:3]=1. Procedure details: To a solution of 1-(2-(4-chlorophenylamino)pyridin-3-yl)ethanone (100 mg, 0.406 mmol) in methanol (5 mL) was added 2N Ba(OH)2 solution (2 ml) and stirred for 5 minutes. Then added 3,4,5-trimethoxybenzaldehyde (79.65 mg, 0.406 mmol) and the reaction mixture was stirred at a temperature of 30° C. for 6h and the reaction was monitored by TLC. After 8h the reaction mixture is acidified with 2N HCl. The resulting precipitate was filtered, washed thoroughly with water and dried over anhydrous CaCl2. T... Reactants: CC(C)=O, O=C1OCCC12Sc1ccc(S(=O)(=O)N3CCOCC3)cc1C2=O, O. The product is O=C1c2cc(S(=O)(=O)N3CCOCC3)ccc2SC12CC2. RXN SMILES: [CH3:25][C:26](=[O:27])[CH3:28].[O:1]1[CH2:2][CH2:3][N:4]([S:7](=[O:8])(=[O:9])[c:10]2[cH:11][c:12]3[c:13]([cH:23][cH:24]2)[S:14][C:15]2([C:16]3=[O:17])[C:19](=[O:22])[O:18][CH2:20][CH2:21]2)[CH2:5][CH2:6]1.[OH2:29]>>[O:1]1[CH2:2][CH2:3][N:4]([S:7](=[O:8])(=[O:9])[c:10]2[cH:11][c:12]3[c:13]([cH:23][cH:24]2)[S:14][C:15]2([C:16]3=[O:17])[CH2:20][CH2:21]2)[CH2:5][CH2:6]1.